This data is from the Open Reaction Database (ORD), a public repository of structured organic reaction records. The task is: describe an organic reaction: reactants, conditions, products, and yield The reactants are ( II ), compound, graphite, CO (methanol), 15, ( II ), 34, C(C)(C)(C)C=1C=C(C=CC1)C (3-tert-butyltoluene), ( II ), S(O)(O)(=O)=O (sulfuric acid). The product is compound, COCC1=CC(=CC=C1)C(C)(C)C (3-tert-butylbenzyl methyl ether). Reaction SMILES: [C:1]([C:5]1[CH:6]=[C:7]([CH3:11])[CH:8]=[CH:9][CH:10]=1)([CH3:4])([CH3:3])[CH3:2].S(=O)(=O)(O)O.[CH3:17][OH:18]>>[CH3:17][O:18][CH2:11][C:7]1[CH:8]=[CH:9][CH:10]=[C:5]([C:1]([CH3:4])([CH3:3])[CH3:2])[CH:6]=1. Procedure details: For the electrochemical methoxylation of 3-tert-butyltoluene of the formula (II), an electrolyte consisting of 105 g of the compound of the formula (II), 1.9 g of sulfuric acid (96-98%) as conductive salt and 593.1 g of methanol was electrolyzed at 45° C. and at a current density of 34 mA/cm2 in an undivided capillary gap cell having 10 round graphite electrodes (A=32 cm2) until an amount of charge of 15 F/mol of the compound of the formula (II) was reached. Work-up by distillation gave 33.3 g o...